This data is from the Open Reaction Database (ORD), a public repository of structured organic reaction records. The task is: describe an organic reaction: reactants, conditions, products, and yield Reactants: C(C)(C)(C)OC(=O)N[C@@H](CSC1=CC=CC=C1)C(=O)OC (methyl N-(tert-butoxycarbonyl)-S-phenylcysteinate), CC(C)C[AlH]CC(C)C (DIBAL-H). Solvent: C1(=CC=CC=C1)C (toluene), C1(=CC=CC=C1)C (toluene), C(C)(=O)OCC (ethyl acetate). The product is OCC(CSC1=CC=CC=C1)NC(OC(C)(C)C)=O (tert-butyl 2-hydroxy-1-((phenylthio)methyl)ethylcarbamate). Reaction SMILES: [C:1]([O:5][C:6]([NH:8][C@H:9]([C:18](OC)=[O:19])[CH2:10][S:11][C:12]1[CH:17]=[CH:16][CH:15]=[CH:14][CH:13]=1)=[O:7])([CH3:4])([CH3:3])[CH3:2].CC(C[AlH]CC(C)C)C>C1(C)C=CC=CC=1.C(OCC)(=O)C>[OH:19][CH2:18][CH:9]([NH:8][C:6](=[O:7])[O:5][C:1]([CH3:3])([CH3:2])[CH3:4])[CH2:10][S:11][C:12]1[CH:17]=[CH:16][CH:15]=[CH:14][CH:13]=1. Procedure: A solution of Example 175A (1.22 g, 3.91 mmol) in toluene (10 mL) at −78° C. was treated with 1M DIBAL-H in toluene (8.6 mL), warmed to room temperature over 4 hours, diluted with ethyl acetate (100 mL), washed sequentially with 0.1N HCl (30 mL), water (15 mL), and brine (50 mL), dried (MgSO4), filtered, and concentrated. The concentrate was purified by flash column chromatography on silica gel with 30% ethyl acetate/hexanes to provide the desired product. MS (DCI) m/e 284 (M+H)+. The reactants are BrC1C=C(C(C1)=O)CCCCCCC(=O)O (4-bromo-2-(6-carboxyhexyl)cyclopent-2-en-1-one), O1CCCC1 (tetrahydrofuran). Reaction SMILES: Br[CH:2]1[CH2:6][C:5](=[O:7])[C:4]([CH2:8][CH2:9][CH2:10][CH2:11][CH2:12][CH2:13][C:14]([OH:16])=[O:15])=[CH:3]1.[O:17]1CCCC1>O.CCOCC.[B-](F)(F)(F)F.[Ag+]>[OH:17][CH:2]1[CH2:6][C:5](=[O:7])[C:4]([CH2:8][CH2:9][CH2:10][CH2:11][CH2:12][CH2:13][C:14]([OH:16])=[O:15])=[CH:3]1 |f:4.5|. Run in O (water), CCOCC (ether), O (water). Product: OC1C=C(C(C1)=O)CCCCCCC(=O)O (4-hydroxy-2-(6-carboxyhexyl)cyclopent-2-en-1-one). Reagents/catalysts: [B-](F)(F)(F)F.[Ag+] (silver fluoborate). Reported procedure: To a stirred solution of 56.0 g. of crude 4-bromo-2-(6-carboxyhexyl)cyclopent-2-en-1-one (Example 8) in 400 ml. of tetrahydrofuran and 133 ml. of water at 3° C. is added 44.1 g. (0.226 moles) of silver fluoborate during 25 minutes. The mixture is stirred at 0°-5° C. for 60 minutes, diluted with water and ether, and filtered. The aqueous portion of the filtrate is saturated with solid sodium chloride and extracted with additional ether. The combined organic phases are washed successively with wat... Reaction conditions: time 60 minute. The reactants are O=C([O-])[O-], CC#N, Cn1ccc2c1C(=O)CCN(CCCCl)C2=O, Fc1ccc(N2CCNCC2)cc1, [I-], [K+], [K+], [Na+]. The product is Cn1ccc2c1C(=O)CCN(CCCN1CCN(c3ccc(F)cc3)CC1)C2=O. As a reaction SMILES: [C:31](=[O:32])([O-:33])[O-:34].[CH3:39][C:40]#[N:41].[Cl:1][CH2:2][CH2:3][CH2:4][N:5]1[C:6](=[O:17])[c:7]2[c:8]([n:13]([CH3:16])[cH:14][cH:15]2)[C:9](=[O:12])[CH2:10][CH2:11]1.[F:18][c:19]1[cH:20][cH:21][c:22]([N:25]2[CH2:26][CH2:27][NH:28][CH2:29][CH2:30]2)[cH:23][cH:24]1.[I-:38].[K+:35].[K+:36].[Na+:37]>>[CH2:2]([CH2:3][CH2:4][N:5]1[C:6](=[O:17])[c:7]2[c:8]([n:13]([CH3:16])[cH:14][cH:15]2)[C:9](=[O:12])[CH2:10][CH2:11]1)[N:28]1[CH2:27][CH2:26][N:25]([c:22]2[cH:21][cH:20][c:19]([F:18])[cH:24][cH:23]2)[CH2:30][CH2:29]1. Reactants: C1(=CC=CC=C1)C#CC=1C=C(C=NC1)C(C)=O (1-(5-Phenylethynyl-pyridin-3-yl)-ethanone), Cl.NO (hydroxylamine hydrochloride), C([O-])([O-])=O.[K+].[K+] (potassium carbonate). The product is Cl.C1(=CC=CC=C1)C#CC=1C=C(C=NC1)C(C)=NO (1-(5-Phenylethynyl-pyridin-3-yl)-ethanone oxime hydrochloride). RXN SMILES: [C:1]1([C:7]#[C:8][C:9]2[CH:10]=[C:11]([C:15](=O)[CH3:16])[CH:12]=[N:13][CH:14]=2)[CH:6]=[CH:5][CH:4]=[CH:3][CH:2]=1.[ClH:18].[NH2:19][OH:20].C(=O)([O-])[O-].[K+].[K+]>>[ClH:18].[C:1]1([C:7]#[C:8][C:9]2[CH:10]=[C:11]([C:15](=[N:19][OH:20])[CH3:16])[CH:12]=[N:13][CH:14]=2)[CH:6]=[CH:5][CH:4]=[CH:3][CH:2]=1 |f:1.2,3.4.5,6.7|. Procedure details: Prepared in the same manner as described in EXAMPLE 6, using 1-(5-phenylethynyl-pyridin-3-yl)-ethanone, (prepared as described in EXAMPLE 166), (0.22 g, 0.97 mmol), hydroxylamine hydrochloride (0.54 g, 7.78 mmol) and potassium carbonate (0.67 g, 4.86 mmol) to give the free base of the title compound. Convert the free base to the hydrochloride salt as described in EXAMPLE 163 to give the title compound (0.112 g, 42%). Starting materials: O=C1CSc2cc(C(=O)CBr)ccc2N1, CC(=O)O, O=C(O)C(F)(F)F. The product is O=C1CSc2cc(CCBr)ccc2N1. RXN SMILES: [Br:1][CH2:2][C:3](=[O:4])[c:5]1[cH:6][c:7]2[c:8]([cH:14][cH:15]1)[NH:9][C:10](=[O:13])[CH2:11][S:12]2.[CH3:23][C:24](=[O:25])[OH:26].[OH:16][C:17]([C:18]([F:19])([F:20])[F:21])=[O:22]>>[Br:1][CH2:2][CH2:3][c:5]1[cH:6][c:7]2[c:8]([cH:14][cH:15]1)[NH:9][C:10](=[O:13])[CH2:11][S:12]2. The reactants are CO[SiH](OC)OC, C=CCOc1ccc(C=C)cc1, CC(C)O. The product is C=Cc1ccc(OCCC[Si](OC)(OC)OC)cc1. As a reaction SMILES: [CH3:13][O:14][SiH:15]([O:16][CH3:17])[O:18][CH3:19].[CH:1](=[CH2:2])[c:3]1[cH:4][cH:5][c:6]([O:9][CH2:10][CH:11]=[CH2:12])[cH:7][cH:8]1.[CH:20]([OH:21])([CH3:22])[CH3:23]>>[CH:1](=[CH2:2])[c:3]1[cH:4][cH:5][c:6]([O:9][CH2:10][CH2:11][CH2:12][Si:15]([O:14][CH3:13])([O:16][CH3:17])[O:18][CH3:19])[cH:7][cH:8]1. The reactants are NC=1C=C(C=C(C1)C1=C(C=C(C=C1)F)F)NC(C)=O (N-(5-amino-2′,4′-difluoro-[1,1′-biphenyl]-3-yl)acetamide), FC1=C(C=C(C(=O)OC)C=C1)[N+](=O)[O-] (methyl 4-fluoro-3-nitrobenzoate), [F-].[K+] (potassium fluoride). Solvent: CN(C)C=O (DMF). The product is C(C)(=O)NC=1C=C(C=C(C1)C1=C(C=C(C=C1)F)F)NC1=C(C=C(C(=O)OC)C=C1)[N+](=O)[O-] (Methyl 4-((5-acetamido-2′,4′-difluoro-[1,1′-biphenyl]-3-yl)amino)-3-nitrobenzoate). Yield: 48.8%. RXN SMILES: [NH2:1][C:2]1[CH:3]=[C:4]([NH:16][C:17](=[O:19])[CH3:18])[CH:5]=[C:6]([C:8]2[CH:13]=[CH:12][C:11]([F:14])=[CH:10][C:9]=2[F:15])[CH:7]=1.F[C:21]1[CH:30]=[CH:29][C:24]([C:25]([O:27][CH3:28])=[O:26])=[CH:23][C:22]=1[N+:31]([O-:33])=[O:32].[F-].[K+]>CN(C=O)C>[C:17]([NH:16][C:4]1[CH:3]=[C:2]([NH:1][C:21]2[CH:30]=[CH:29][C:24]([C:25]([O:27][CH3:28])=[O:26])=[CH:23][C:22]=2[N+:31]([O-:33])=[O:32])[CH:7]=[C:6]([C:8]2[CH:13]=[CH:12][C:11]([F:14])=[CH:10][C:9]=2[F:15])[CH:5]=1)(=[O:19])[CH3:18] |f:2.3|. Reported procedure: A solution of N-(5-amino-2′,4′-difluoro-[1,1′-biphenyl]-3-yl)acetamide (1.0 g, 3.813 mmol), methyl 4-fluoro-3-nitrobenzoate (0.835 g, 4.194 mmol, 1.1 eq.) and potassium fluoride (0.265 g, 4.457 mmol, 1.2 eq.) in DMF was heated at 130° C. for 16 h. The mixture was quenched and extracted as in Example 1(d). The solvent was distilled off to give the crude residue which was purified by column chromatography (60-120 silica gel, 40% ethyl acetate in hexane) to give the product in 48.78% yield (0.82 g)... Starting materials: Cl.[N+](=O)([O-])C=1C=CC=2CC3N(CC2C1)CCOC3 (8-nitro-3,4,5,6,11,11a-hexahydro-1H-[1,4]oxazino[4,3-b]isoquinoline hydrochloride), Cl (hydrochloric acid), [H][H] (Hydrogen), [H][H] (hydrogen). Reagents/catalysts: [Pd] (Pd-C). Run in CO (methanol). The product is Cl.Cl.C1OCCN2CC=3C=C(C=CC3CC21)N (3,4,5,6,11,11a-Hexahydro-1H-[1,4]oxazino[4,3-b]isoquinolin-8-amine dihydrochloride). Yield: 235.6%. As a reaction SMILES: [ClH:1].[N+:2]([C:5]1[CH:6]=[CH:7][C:8]2[CH2:9][CH:10]3[CH2:18][O:17][CH2:16][CH2:15][N:11]3[CH2:12][C:13]=2[CH:14]=1)([O-])=O.Cl.[H][H]>CO.[Pd]>[ClH:1].[ClH:1].[CH2:18]1[CH:10]2[N:11]([CH2:12][C:13]3[CH:14]=[C:5]([NH2:2])[CH:6]=[CH:7][C:8]=3[CH2:9]2)[CH2:15][CH2:16][O:17]1 |f:0.1,6.7.8|. Procedure: To 8-nitro-3,4,5,6,11,11a-hexahydro-1H-[1,4]oxazino[4,3-b]isoquinoline hydrochloride (0.4 g) in methanol (50 ml) was added 6N hydrochloric acid (0.3 ml) and 5% Pd-C (100 mg). The mixture was treated with hydrogen at 50 psi on a Parr Hydrogenator. Hydrogen uptake was complete in 2.0 h. The catalyst was filtered off and the solvent removed under reduced pressure to yield the title product as a solid (0.4824 g). Reactants: C(#N)CN(C([C@@H](N)CC1=CC=CC=C1)=O)C1=NC(=NC=C1)F (N-(Cyanomethyl)-N-(2-fluoropyrimidin-4-yl)-L-phenylalaninamide), C(C1=CC=CC=C1)N (benzylamine). The product is C(C1=CC=CC=C1)NC1=NC=CC(=N1)N(C([C@@H](N)CC1=CC=CC=C1)=O)CC#N (N-[2-(Benzylamino)pyrimidin-4-yl]-N-(cyanomethyl)-L-phenylalaninamide). Reaction SMILES: [C:1]([CH2:3][N:4]([C:16]1[CH:21]=[CH:20][N:19]=[C:18](F)[N:17]=1)[C:5](=[O:15])[C@H:6]([CH2:8][C:9]1[CH:14]=[CH:13][CH:12]=[CH:11][CH:10]=1)[NH2:7])#[N:2].[CH2:23]([NH2:30])[C:24]1[CH:29]=[CH:28][CH:27]=[CH:26][CH:25]=1>>[CH2:23]([NH:30][C:18]1[N:17]=[C:16]([N:4]([CH2:3][C:1]#[N:2])[C:5](=[O:15])[C@H:6]([CH2:8][C:9]2[CH:14]=[CH:13][CH:12]=[CH:11][CH:10]=2)[NH2:7])[CH:21]=[CH:20][N:19]=1)[C:24]1[CH:29]=[CH:28][CH:27]=[CH:26][CH:25]=1. Procedure: The title compound was prepared from the product from step (ii) (0.2 g) and benzylamine (0.37 ml) by the method of example 1 step (iv). Yield 0.11 g. The reactants are ClCCl, O=C1c2c(-c3ccccc3)ccnc2OCCCN1Cc1cc(C(F)(F)F)cc(C(F)(F)F)c1, O=C(OO)c1cccc(Cl)c1. Yields the product O=C1c2c(-c3ccccc3)cc[n+]([O-])c2OCCCN1Cc1cc(C(F)(F)F)cc(C(F)(F)F)c1. As a reaction SMILES: [CH2:46]([Cl:47])[Cl:48].[F:1][C:2]([c:3]1[cH:4][c:5]([CH2:6][N:7]2[C:8](=[O:25])[c:9]3[c:10]([n:15][cH:16][cH:17][c:18]3-[c:19]3[cH:20][cH:21][cH:22][cH:23][cH:24]3)[O:11][CH2:12][CH2:13][CH2:14]2)[cH:26][c:27]([C:29]([F:30])([F:31])[F:32])[cH:28]1)([F:33])[F:34].[OH:35][O:36][C:37]([c:38]1[cH:39][c:40]([Cl:41])[cH:42][cH:43][cH:44]1)=[O:45]>>[F:1][C:2]([c:3]1[cH:4][c:5]([CH2:6][N:7]2[C:8](=[O:25])[c:9]3[c:10]([n+:15]([O-:35])[cH:16][cH:17][c:18]3-[c:19]3[cH:20][cH:21][cH:22][cH:23][cH:24]3)[O:11][CH2:12][CH2:13][CH2:14]2)[cH:26][c:27]([C:29]([F:30])([F:31])[F:32])[cH:28]1)([F:33])[F:34].